This data is from the Open Reaction Database (ORD), a public repository of structured organic reaction records. The task is: describe an organic reaction: reactants, conditions, products, and yield Reactants: CO (methanol), solution, B.CSC (borane methyl sulfide), C(C)(=O)NC=1C=C(C=CC1)O (3-acetamidophenol). Run in C1CCOC1 (THF). The product is C(C)NC=1C=C(C=CC1)O (3-(N-ethyl) aminophenol). The yield is 74.0%. As a reaction SMILES: B.CSC.[C:5]([NH:8][C:9]1[CH:10]=[C:11]([OH:15])[CH:12]=[CH:13][CH:14]=1)(=O)[CH3:6].CO>C1COCC1>[CH2:5]([NH:8][C:9]1[CH:10]=[C:11]([OH:15])[CH:12]=[CH:13][CH:14]=1)[CH3:6] |f:0.1|. Procedure details: A 1.0 M solution of borane-methyl sulfide in dichloromehtane (275 ml) was added dropwise to a solution of 3-acetamidophenol (161 g) in THF (800 ml) over about 1 to 2 hours. The mixture was heated to reflux temperature for about 4 hours and was then poured slowly into methanol (1 liter). The solvent was evaporated to a heavy syrup, which deposited crystals on cooling and scratching. The solid was collected by filtration and redissolved in methanol. Evaporation and recrystallization as above gave ... Reactants: ICC (iodoethane), C(C)(=O)N1CC(C2=CC(=C(C=C12)S(=O)(=O)Cl)Br)(C)C (1-acetyl-5-bromo-3,3-dimethyl-2,3-dihydro-1H-indole-6-sulfonyl chloride), [O-]S(=O)[O-].[Na+].[Na+] (Na2SO3), C(=O)(O)[O-].[Na+] (NaHCO3). The reagents and catalysts are CCCC[N+](CCCC)(CCCC)CCCC.[Br-] (TBABr). The solvent is O (water), O (water). Conditions: temperature 105 celsius, time 1.5 hour. Product: BrC=1C=C2C(CN(C2=CC1S(=O)(=O)CC)C(C)=O)(C)C (1-(5-Bromo-6-ethanesulfonyl-3,3-dimethyl-2,3-dihydro-indol-1-yl)-ethanone). Isolated yield 72.0%. Reaction SMILES: [C:1]([N:4]1[C:12]2[C:7](=[CH:8][C:9]([Br:17])=[C:10]([S:13](Cl)(=[O:15])=[O:14])[CH:11]=2)[C:6]([CH3:19])([CH3:18])[CH2:5]1)(=[O:3])[CH3:2].[O-]S([O-])=O.[Na+].[Na+].C([O-])(O)=O.[Na+].I[CH2:32][CH3:33]>O.CCCC[N+](CCCC)(CCCC)CCCC.[Br-]>[Br:17][C:9]1[CH:8]=[C:7]2[C:12](=[CH:11][C:10]=1[S:13]([CH2:32][CH3:33])(=[O:15])=[O:14])[N:4]([C:1](=[O:3])[CH3:2])[CH2:5][C:6]2([CH3:19])[CH3:18] |f:1.2.3,4.5,8.9|. Procedure: A suspension of 1-acetyl-5-bromo-3,3-dimethyl-2,3-dihydro-1H-indole-6-sulfonyl chloride (300 mg, 0.81 mmol), Na2SO3 (206 mg, 1.6 mmol) and NaHCO3 (134 mg, 1.6 mmol) in water (5 mL) was stirred at 105° C. for 1.5 h. The resulting solution was cooled to 70° C., then TBABr (1.5 mg, 0.005 mmol) and iodoethane (323 μL, 4 mmol) were added and the stirring maintained at the same temperature for 4 h. The reaction mixture was cooled to ambient temperature, diluted with water (15 mL) and extracted with DC... Reactants: C(C)(=O)N1[C@H](C[C@H](C2=CC(=CC=C12)C1=CC=C(C=C1)CNC1CCN(CC1)C(=O)OC(C)(C)C)NC(=O)OC(C)C)C (1,1-dimethylethyl 4-[({4-[(2S,4R)-1-acetyl-2-methyl-4-({[(1-methylethyl)oxy]carbonyl}amino)-1,2,3,4-tetrahydro-6-quinolinyl]phenyl}methyl)amino]-1-piperidinecarboxylate), Intermediate 109, C(=O)(C(F)(F)F)O (TFA). Solvent: ClCCl (dichloromethane). Run at time 1.5 hour. The product is CC(C)OC(N[C@@H]1C[C@@H](N(C2=CC=C(C=C12)C1=CC=C(C=C1)CNC1CCNCC1)C(C)=O)C)=O (1-methylethyl((2S,4R)-1-acetyl-2-methyl-6-{4-[(4-piperidinylamino)methyl]phenyl}-1,2,3,4-tetrahydro-4-quinolinyl)carbamate). Isolated yield 84.0%. Reaction SMILES: [C:1]([N:4]1[C:13]2[C:8](=[CH:9][C:10]([C:14]3[CH:19]=[CH:18][C:17]([CH2:20][NH:21][CH:22]4[CH2:27][CH2:26][N:25](C(OC(C)(C)C)=O)[CH2:24][CH2:23]4)=[CH:16][CH:15]=3)=[CH:11][CH:12]=2)[C@H:7]([NH:35][C:36]([O:38][CH:39]([CH3:41])[CH3:40])=[O:37])[CH2:6][C@@H:5]1[CH3:42])(=[O:3])[CH3:2].C(O)(C(F)(F)F)=O>ClCCl>[CH3:41][CH:39]([O:38][C:36](=[O:37])[NH:35][C@H:7]1[C:8]2[C:13](=[CH:12][CH:11]=[C:10]([C:14]3[CH:19]=[CH:18][C:17]([CH2:20][NH:21][CH:22]4[CH2:27][CH2:26][NH:25][CH2:24][CH2:23]4)=[CH:16][CH:15]=3)[CH:9]=2)[N:4]([C:1](=[O:3])[CH3:2])[C@@H:5]([CH3:42])[CH2:6]1)[CH3:40]. Reported procedure: A solution of 1,1-dimethylethyl 4-[({4-[(2S,4R)-1-acetyl-2-methyl-4-({[(1-methylethyl)oxy]carbonyl}amino)-1,2,3,4-tetrahydro-6-quinolinyl]phenyl}methyl)amino]-1-piperidinecarboxylate (for a preparation see Intermediate 109) (605 mg, 1.045 mmol) in dichloromethane (DCM) (5 mL) was treated with TFA (1 mL, 12.98 mmol) and the resulting mixture was stirred at room temperature for 1.5 h then concentrated in vacuo. The residue was loaded on a 20 G SCX column and eluted with MeOH then with 2N NH3 in Me... Starting materials: BrCC=1C=CC2=C(C(=C(O2)[N+](=O)[O-])C2=CC=CC=C2)C1 (5-bromomethyl-2-nitro-3-phenylbenzofuran), [C-]#N.[Na+] (sodium cyanide), CC(=O)C (acetone), C(C)O (ethanol). Run in O (water). Run at time 2 hour. The product is C(#N)CC=1C=CC2=C(C(=C(O2)[N+](=O)[O-])C2=CC=CC=C2)C1 (5-cyanomethyl-2-nitro-3-phenylbenzofuran). RXN SMILES: Br[CH2:2][C:3]1[CH:4]=[CH:5][C:6]2[O:10][C:9]([N+:11]([O-:13])=[O:12])=[C:8]([C:14]3[CH:19]=[CH:18][CH:17]=[CH:16][CH:15]=3)[C:7]=2[CH:20]=1.CC(C)=O.C(O)C.[C-:28]#[N:29].[Na+]>O>[C:28]([CH2:2][C:3]1[CH:4]=[CH:5][C:6]2[O:10][C:9]([N+:11]([O-:13])=[O:12])=[C:8]([C:14]3[CH:19]=[CH:18][CH:17]=[CH:16][CH:15]=3)[C:7]=2[CH:20]=1)#[N:29] |f:3.4|. Procedure: A solution of 5-bromomethyl-2-nitro-3-phenylbenzofuran (5 g., 0.015 mole) in 95 ml. of acetone is treated with 20 ml. of ethanol, and the mixture is heated to its reflux temperature. To this mixture is added 0.015 mole of sodium cyanide dissolved in 9 ml. of water, and refluxing is continued for about two hours. The mixture is evaporated under vacuum, then dichloromethane and water are added to the residue. The organic layer is separated, washed with water and dried. The organic layer is then ev... The reactants are O.NN (hydrazine hydrate), CON(C)CCCNC1=C2NC=NC2=NC=N1 (N6 -[3-(N-methoxy-N-methylamino)propyl]adenine), ClC1=C2NC=NC2=NC=N1 (6-chloropurine), C(C)N(C(C)C)C(C)C (ethyldiisopropylamine). The product is CON(C)C(CNC1=C2NC=NC2=NC=N1)C (N6 -[2-(N-methoxy-N- methylamino)-propyl]adenine). The yield is 36.0%. As a reaction SMILES: O.[NH2:2]N.Cl[C:5]1[N:13]=[CH:12][N:11]=[C:10]2[C:6]=1[NH:7][CH:8]=[N:9]2.[CH2:14]([N:16](C(C)C)[CH:17]([CH3:19])[CH3:18])C.[CH3:23][O:24]N(CCCNC1N=CN=C2C=1NC=N2)C>>[CH3:23][O:24][N:16]([CH:17]([CH3:19])[CH2:18][NH:2][C:5]1[N:13]=[CH:12][N:11]=[C:10]2[C:6]=1[NH:7][CH:8]=[N:9]2)[CH3:14] |f:0.1|. Procedure: In 15 ml of ethanol was dissolved 1.21 g (4.88 mmol) of the imide obtained in the above (1) and there was added 0.293 g (5.86 mmol) of hydrazine hydrate, followed by refluxing for 6 hours and cooling in an ice bath. The resulting solid was filtered off and the filtrate was concentrated to 2 ml by evaporator with a water bath at 5° C. This concentrated solution was mixed with 6 ml of n-butanol and to the mixture were added 0.528 g (3.42 mmol) of 6-chloropurine and 0.68 ml of ethyldiisopropylamine... Starting materials: ClC=1C(=NC2=CC(=C(C=C2N1)C(=O)OC)C)NNC1=CC=CC=C1 (methyl 3-chloro-7-methyl-2-(2-phenylhydrazino)quinoxaline-6-carboxylate), S(=O)(Cl)Cl (thionyl chloride). Solvent: O1CCCC1 (tetrahydrofuran). The product is ClC=1C=2N(C3=CC(=C(C=C3N1)C(=O)OC)C)C(=NN2)C2=CC=CC=C2 (methyl 4-chloro-8-methyl-1-phenyl[1,2,4]triazolo[4,3-a]quinoxaline-7-carboxylate). Reaction SMILES: [Cl:1][C:2]1[C:3]([NH:17][NH:18]C2C=CC=CC=2)=[N:4][C:5]2[C:10]([N:11]=1)=[CH:9][C:8]([C:12]([O:14][CH3:15])=[O:13])=[C:7]([CH3:16])[CH:6]=2.S(Cl)(Cl)=O>O1CCCC1>[Cl:1][C:2]1[C:3]2[N:4]([C:16]([C:7]3[CH:8]=[CH:9][CH:10]=[CH:5][CH:6]=3)=[N:18][N:17]=2)[C:5]2[C:10]([N:11]=1)=[CH:9][C:8]([C:12]([O:14][CH3:15])=[O:13])=[C:7]([CH3:16])[CH:6]=2. Procedure details: 3.38 g of methyl 3-chloro-2-hydrazine-7-methylquinoxaline-6-carboxylate was dissolved in 30.0 mL of dichloromethane, and 7.09 g of bromo(tripyrrolidin-1-yl)phosphonium hexafluorophosphate and 5.30 mL of triethylamine were added thereto under ice-cooling, followed by stirring at room temperature overnight. A saturated aqueous sodium hydrogen carbonate solution was added thereto, followed by stirring at room temperature for 1 hour. The precipitated solid was collected by filtration and dried under... Starting materials: CC#N, O=C(c1ccc(-c2ccccc2)cc1)c1ccc(-c2ccccc2)cc1, c1ccccc1. Yields the product N#CCC(O)(c1ccc(-c2ccccc2)cc1)c1ccc(-c2ccccc2)cc1. RXN SMILES: [CH3:27][C:28]#[N:29].[c:1]1(-[c:7]2[cH:8][cH:9][c:10]([C:11](=[O:12])[c:13]3[cH:14][cH:15][c:16](-[c:19]4[cH:20][cH:21][cH:22][cH:23][cH:24]4)[cH:17][cH:18]3)[cH:25][cH:26]2)[cH:2][cH:3][cH:4][cH:5][cH:6]1.[cH:30]1[cH:31][cH:32][cH:33][cH:34][cH:35]1>>[c:1]1(-[c:7]2[cH:8][cH:9][c:10]([C:11]([OH:12])([c:13]3[cH:14][cH:15][c:16](-[c:19]4[cH:20][cH:21][cH:22][cH:23][cH:24]4)[cH:17][cH:18]3)[CH2:27][C:28]#[N:29])[cH:25][cH:26]2)[cH:2][cH:3][cH:4][cH:5][cH:6]1. The reactants are C1CCOC1 (THF), [OH-].[Li+] (lithium hydroxide), COC=1C=C2C(=C(N(C2=CC1)CC1=CC=C(C=C1)CO[C@@H](C(=O)N1CCOCC1)C)C)C(=O)C1=CC=C(C=C1)C ([5-Methoxy-2-methyl-1-(4-{[(1R)-1-methyl-2-morpholin-4-yl-2-oxoethoxy]methyl-}benzyl)-1H-indol-3-yl] (4-methylphenyl)methanone). The solvent is O (water), CO (methanol). Yields the product COC=1C=C2C(=C(N(C2=CC1)CC1=CC=C(CO[C@@H](C(=O)O)C)C=C1)C)C(C1=CC=C(C=C1)C)=O ((2R)-2-[(4-{[5-Methoxy-2-methyl-3-(4-methylbenzoyl)-1H-indol-1-yl]methyl-}benzyl)oxy]propionic acid). The yield is 31.0%. RXN SMILES: [CH3:1][O:2][C:3]1[CH:4]=[C:5]2[C:9](=[CH:10][CH:11]=1)[N:8]([CH2:12][C:13]1[CH:18]=[CH:17][C:16]([CH2:19][O:20][C@H:21]([CH3:30])[C:22](N3CCOCC3)=[O:23])=[CH:15][CH:14]=1)[C:7]([CH3:31])=[C:6]2[C:32]([C:34]1[CH:39]=[CH:38][C:37]([CH3:40])=[CH:36][CH:35]=1)=[O:33].C1C[O:44]CC1.[OH-].[Li+]>CO.O>[CH3:1][O:2][C:3]1[CH:4]=[C:5]2[C:9](=[CH:10][CH:11]=1)[N:8]([CH2:12][C:13]1[CH:18]=[CH:17][C:16]([CH2:19][O:20][C@H:21]([CH3:30])[C:22]([OH:23])=[O:44])=[CH:15][CH:14]=1)[C:7]([CH3:31])=[C:6]2[C:32](=[O:33])[C:34]1[CH:39]=[CH:38][C:37]([CH3:40])=[CH:36][CH:35]=1 |f:2.3|. Procedure: The compound of Example 40-1 (142 mg, 0.26 mmol) was dissolved in methanol (1 ml) and THF (1 ml) and thereto was added 2N lithium hydroxide solution (0.5 ml), followed by stirring under reflux for 15 hours. The reaction mixture was diluted with water and washed with diethyl ether. The aqueous layer was adjusted to around pH4 with 5% aqueous potassium hydrogen sulfate solution and extracted with ethyl acetate. The organic layer was washed with saturated brine, dried over anhydrous sodium sulfate ... Reactants: C1CC(=O)N(C1=O)Br (NBS), ClC1=C(C(=C(C=C1)[N+](=O)[O-])Cl)C (1,3-dichloro-2-methyl-4-nitro-benzene), CC(C)(C#N)N=NC(C)(C)C#N (AIBN), C1CC(=O)N(C1=O)Br (NBS). The solvent is C(Cl)(Cl)(Cl)Cl (CCl4). Product: BrCC1=C(C=CC(=C1Cl)[N+](=O)[O-])Cl (2-Bromomethyl-1,3-dichloro-4-nitro-benzene). As a reaction SMILES: [Cl:1][C:2]1[CH:7]=[CH:6][C:5]([N+:8]([O-:10])=[O:9])=[C:4]([Cl:11])[C:3]=1[CH3:12].CC(N=NC(C#N)(C)C)(C#N)C.C1C(=O)N([Br:32])C(=O)C1>C(Cl)(Cl)(Cl)Cl>[Br:32][CH2:12][C:3]1[C:4]([Cl:11])=[C:5]([N+:8]([O-:10])=[O:9])[CH:6]=[CH:7][C:2]=1[Cl:1]. Reported procedure: To a solution of 1,3-dichloro-2-methyl-4-nitro-benzene (19) (6.18 g, 30 mmol) and AIBN (200 mg) in CCl4 (75 mL), NBS (7.96 g, 45 mmol) was added under stirring and reflux. The reaction was monitored by 1H-NMR (CDCl3). Additional NBS (5×7.96 g, total of 270 mmol) was added till the starting material was consumed. The reaction mixture was filtered hot, and the filtrate was evaporated to dryness. The crude was column chromatographed (SiO2, hexanes:EtOAc, 9:1 to 8.5:1.5). The product was obtained as...